Dataset: the Open Reaction Database (ORD), a public repository of structured organic reaction records. Task: describe an organic reaction: reactants, conditions, products, and yield Reactants: Cl.N=1C=C(N2C1C=CC=C2)C(=O)Cl (Imidazo[1,2-a]pyridine-3-carbonyl chloride hydrochloride), NC=1C=C(C(=O)NCC2=C(C=CC=C2)N2CCN(CC2)C)C=CC1Br (3-Amino-4-bromo-N-(2-(4-methylpiperazin-1-yl)benzyl)benzamide). The solvent is N1=CC=CC=C1 (pyridine). Run at time 18 hour. The product is BrC1=C(C=C(C=C1)C(NCC1=C(C=CC=C1)N1CCN(CC1)C)=O)NC(=O)C1=CN=C2N1C=CC=C2 (N-(2-Bromo-5-(2-(4-methylpiperazin-1-yl)benzylcarbamoyl)phenyl)imidazo[1,2-a]pyridine-3-carboxamide). Reaction SMILES: Cl.[N:2]1[CH:3]=[C:4]([C:11](Cl)=[O:12])[N:5]2[CH:10]=[CH:9][CH:8]=[CH:7][C:6]=12.[NH2:14][C:15]1[CH:16]=[C:17]([CH:35]=[CH:36][C:37]=1[Br:38])[C:18]([NH:20][CH2:21][C:22]1[CH:27]=[CH:26][CH:25]=[CH:24][C:23]=1[N:28]1[CH2:33][CH2:32][N:31]([CH3:34])[CH2:30][CH2:29]1)=[O:19]>N1C=CC=CC=1>[Br:38][C:37]1[CH:36]=[CH:35][C:17]([C:18](=[O:19])[NH:20][CH2:21][C:22]2[CH:27]=[CH:26][CH:25]=[CH:24][C:23]=2[N:28]2[CH2:29][CH2:30][N:31]([CH3:34])[CH2:32][CH2:33]2)=[CH:16][C:15]=1[NH:14][C:11]([C:4]1[N:5]2[CH:10]=[CH:9][CH:8]=[CH:7][C:6]2=[N:2][CH:3]=1)=[O:12] |f:0.1|. Procedure: Imidazo[1,2-a]pyridine-3-carbonyl chloride hydrochloride (0.97 mg, 4.46 mmol) was slowly added in portions to a stirred solution of 3-amino-4-bromo-N-(2-(4-methylpiperazin-1-yl)benzyl)benzamide (step 1) (900 mg, 2.23 mmol) in dry pyridine (15 ml). The reaction was stirred at RT for 18 hrs and quenched with water. The solvent removed in vacuo. The residue was treated with a small amount of MeOH to dissolve insoluble material then partitioned between aq. NaHCO3 and DCM. The organic extract was was... Starting materials: BrC1(C(OC(O1)(C12CC3CC(CC(C1)C3)C2)C)=O)C (5-bromo-2,5-dimethyl-2-(1-adamantyl)-1,3-dioxolan-4-one), C1CCC2=NCCCN2CC1 (1,8-diazabicyclo[5.4.0]-7-undecene). Solvent: C(C)(C)OC(C)C (isopropyl ether), C(C)(C)OC(C)C (isopropyl ether). Reaction conditions: time 2 hour. The product is C=C1C(OC(O1)(C)C12CC3CC(CC(C1)C3)C2)=O (5-methylene-2-(1-adamantyl)-2-methyl-1,3-dioxolan-4-one). Isolated yield 13.7%. Reaction SMILES: Br[C:2]1([CH3:19])[O:6][C:5]([CH3:17])([C:7]23[CH2:16][CH:11]4[CH2:12][CH:13]([CH2:15][CH:9]([CH2:10]4)[CH2:8]2)[CH2:14]3)[O:4][C:3]1=[O:18].C1CCN2C(=NCCC2)CC1>C(OC(C)C)(C)C>[CH2:19]=[C:2]1[O:6][C:5]([C:7]23[CH2:14][CH:13]4[CH2:15][CH:9]([CH2:10][CH:11]([CH2:12]4)[CH2:16]2)[CH2:8]3)([CH3:17])[O:4][C:3]1=[O:18]. Reported procedure: 16.5 g (0.05 mol) of 5-bromo-2,5-dimethyl-2-(1-adamantyl)-1,3-dioxolan-4-one was placed in a 500 ml egg-plant type flask, and 200 g of isopropyl ether was added thereto and dissolved therein. While cooling with a refrigerant of −10° C., 9.1 g (0.06 mol) of 1,8-diazabicyclo[5.4.0]-7-undecene diluted with 20 g of isopropyl ether was added by drops into the solution over 1 hour, followed by stirring at room temperature for 2 hours. After completion of the stirring, the reaction solution was analyze... The reactants are COC(C1=C(C=CC(=C1)Cl)OCC(=O)N1[C@@H](CN([C@H](C1)C)CC1=CC=C(C=C1)F)C)=O ((2R, 5S)-5-chloro-2-{2-[4-(4-fluoro-benzyl)-2,5-dimethyl-piperazin-1-yl]-2-oxo-ethoxy}-benzoic acid methyl ester), [N+](=O)([O-])C1=C(C=CC(=C1)Cl)O (2-nitro-4-chlorophenol), C([O-])([O-])=O.[K+].[K+] (potassium carbonate), [I-].[K+] (potassium iodide). Run in O (water), CC(CC)=O (butanone). The product is ClC1=CC(=C(OCC(=O)N2[C@@H](CN([C@H](C2)C)CC2=CC=C(C=C2)F)C)C=C1)[N+](=O)[O-] ((2R, 5S)-2-(4-Chloro-2-nitro-phenoxy)-1-[4-(4-fluoro-benzyl)-2,5-dimethyl-piperazin-1-yl]-ethanone). Isolated yield 92.5%. As a reaction SMILES: COC(=O)[C:4]1[CH:9]=[C:8]([Cl:10])[CH:7]=[CH:6][C:5]=1[O:11][CH2:12][C:13]([N:15]1[CH2:20][C@H:19]([CH3:21])[N:18]([CH2:22][C:23]2[CH:28]=[CH:27][C:26]([F:29])=[CH:25][CH:24]=2)[CH2:17][C@H:16]1[CH3:30])=[O:14].[N+:32](C1C=C(Cl)C=CC=1O)([O-:34])=[O:33].C(=O)([O-])[O-].[K+].[K+].[I-].[K+]>CC(=O)CC.O>[Cl:10][C:8]1[CH:7]=[CH:6][C:5]([O:11][CH2:12][C:13]([N:15]2[CH2:20][C@H:19]([CH3:21])[N:18]([CH2:22][C:23]3[CH:28]=[CH:27][C:26]([F:29])=[CH:25][CH:24]=3)[CH2:17][C@H:16]2[CH3:30])=[O:14])=[C:4]([N+:32]([O-:34])=[O:33])[CH:9]=1 |f:2.3.4,5.6|. Procedure details: To a solution of (2R, 5S)-5-chloro-2-{2-[4-(4-fluoro-benzyl)-2,5-dimethyl-piperazin-1-yl]-2-oxo-ethoxy}-benzoic acid methyl ester (1.0 g, 3.35 mmol) in butanone (35 ml) was added 2-nitro-4-chlorophenol (0.639 g, 3.69 mmol), potassium carbonate (0.925 g, 6.7 mmol) and potassium iodide (0.556 g, 3.35 mmol). The reaction mixture was heated at reflux overnight. The reaction mixture was then cooled, diluted with water and extracted with ethyl acetate. The combined organics were dried over magnesium s... The reactants are N[C@H]1[C@H]([C@@H](O[C@@H]1C(=O)O)N1C2=NC=NC(=C2N=C1)NC(C1=CC=CC=C1)=O)O (3-amino-1-(6-benzoylamino-9H-purin-9-yl)-1,3-dideoxy-β-D-ribofuranuronic acid), N-hydroxysuccinimide ester, C(C1=CC=CC=C1)OC(=O)NCCC(=O)O (N-benzyloxycarbonyl-β-alanine). Product: C(C1=CC=CC=C1)(=O)NC1=C2N=CN(C2=NC=N1)[C@H]1[C@H](O)[C@@H]([C@H](O1)C(=O)O)NC(CCNC(=O)OCC1=CC=CC=C1)=O (1-(6-Benzoylamino-9H-purin-9-yl)-3-(N-benzyloxycarbonyl-β-alanylamino)-1,3-dideoxy-β-D-ribofuranuronic acid). Isolated yield 100.2%. RXN SMILES: [NH2:1][C@@H:2]1[C@@H:6]([C:7]([OH:9])=[O:8])[O:5][C@@H:4]([N:10]2[CH:18]=[N:17][C:16]3[C:11]2=[N:12][CH:13]=[N:14][C:15]=3[NH:19][C:20](=[O:27])[C:21]2[CH:26]=[CH:25][CH:24]=[CH:23][CH:22]=2)[C@@H:3]1[OH:28].[CH2:29]([O:36][C:37]([NH:39][CH2:40][CH2:41][C:42](O)=[O:43])=[O:38])[C:30]1[CH:35]=[CH:34][CH:33]=[CH:32][CH:31]=1>>[C:20]([NH:19][C:15]1[N:14]=[CH:13][N:12]=[C:11]2[C:16]=1[N:17]=[CH:18][N:10]2[C@@H:4]1[O:5][C@H:6]([C:7]([OH:9])=[O:8])[C@@H:2]([NH:1][C:42](=[O:43])[CH2:41][CH2:40][NH:39][C:37]([O:36][CH2:29][C:30]2[CH:31]=[CH:32][CH:33]=[CH:34][CH:35]=2)=[O:38])[C@H:3]1[OH:28])(=[O:27])[C:21]1[CH:26]=[CH:25][CH:24]=[CH:23][CH:22]=1. Procedure details: 1-(6-Benzoylamino-9H-purin-9-yl)-3-(N-benzyloxycarbonyl-β-alanylamino)-1,3-dideoxy-β-D-ribofuranuronic acid (590 mg) was prepared by reacting 1-(6-benzoylamino-9H-purin-9-yl)-1,3-dideoxy-3-amino-β-D-ribofuranuronic acid (384 mg) prepared in Example 1 with N-hydroxysuccinimide ester of N-benzyloxycarbonyl-β-alanine (450 mg) according to a similar manner to that of Example 5, mp. 136°-141° C. Starting materials: C(C)(C)(C)OC(=O)N1CCC(CC1)C1=C(C(=NN1CC)COC)C (1-(tert-Butoxycarbonyl)-4-(1-ethyl-3-methoxymethyl-4-methyl-(1H)-pyrazol-5-yl)piperidine), N1CCCCC1 (Piperidine). The product is C(C)N1N=C(C(=C1C1CCNCC1)C)COC (4-(1-Ethyl-3-methoxymethyl-4-methyl-(1H)-pyrazol-5-yl)piperidine). Reaction SMILES: C(OC([N:8]1[CH2:13][CH2:12][CH:11]([C:14]2[N:18]([CH2:19][CH3:20])[N:17]=[C:16]([CH2:21][O:22][CH3:23])[C:15]=2[CH3:24])[CH2:10][CH2:9]1)=O)(C)(C)C.N1CCCCC1>>[CH2:19]([N:18]1[C:14]([CH:11]2[CH2:12][CH2:13][NH:8][CH2:9][CH2:10]2)=[C:15]([CH3:24])[C:16]([CH2:21][O:22][CH3:23])=[N:17]1)[CH3:20]. Procedure: The title compound was prepared from 1-(tert-butoxycarbonyl)-4-(1-ethyl-3-methoxymethyl-4-methyl-(1H)-pyrazol-5-yl)piperidine (from Step A) using a procedure analogous to that described for Piperidine 8, Step F. 1H-NMR (500 MHz) δ 1.36 (t, J=7.2, 3H), 1.71–1.74 (m, 2H), 1.97–2.09 (m, 2H), 2.11 (s, 3H), 2.72–2.80 (m, 3H), 3.25–3.35 (m, 2H), 3.37 (s, 3H), 4.11 (q, J=7.2, 2H), 4.37 (s, 2H). Reactants: Cl.FC=1C=CC(=C(CN)C1)OC=1C=C2C=NN(C2=CC1)C (5-Fluoro-2-(1-methyl-1H-indazol-5-yloxy)-benzylamine hydrochloride), C(N)([O-])=O (carbamate), CN(C)C=O (DMF), CCN(C(C)C)C(C)C (DIEA). Reaction conditions: temperature 80 celsius. Product: C(C)(C)(C)C=1C=C(N(N1)C1=CC=C(C=C1)C)NC(=O)NCC1=C(C=CC(=C1)F)OC=1C=C2C=NN(C2=CC1)C (1-(5-tert-Butyl-2-p-tolyl-2H-pyrazol-3-yl)-3-[5-fluoro-2-(1-methyl-1H-indazol-5-yloxy)-benzyl]urea). RXN SMILES: Cl.[F:2][C:3]1[CH:4]=[CH:5][C:6]([O:11][C:12]2[CH:13]=[C:14]3[C:18](=[CH:19][CH:20]=2)[N:17]([CH3:21])[N:16]=[CH:15]3)=[C:7]([CH:10]=1)[CH2:8][NH2:9].[C:22](=[O:25])([O-])[NH2:23].CC[N:28]([CH:32]([CH3:34])C)[CH:29]([CH3:31])[CH3:30].C[N:36]([CH:38]=O)C>>[C:14]([C:38]1[CH:34]=[C:32]([NH:23][C:22]([NH:9][CH2:8][C:7]2[CH:10]=[C:3]([F:2])[CH:4]=[CH:5][C:6]=2[O:11][C:12]2[CH:13]=[C:14]3[C:18](=[CH:19][CH:20]=2)[N:17]([CH3:21])[N:16]=[CH:15]3)=[O:25])[N:28]([C:29]2[CH:30]=[CH:8][C:7]([CH3:10])=[CH:6][CH:31]=2)[N:36]=1)([CH3:18])([CH3:15])[CH3:13] |f:0.1|. Procedure: A solution of (5t) (70 mg, 0.23 mmol) in DMF (1 mL) was treated with the corresponding carbamate (6t-1) (100 mg, 0.25 mmol) followed by DIEA (99 μL, 0.57 mmol). The mixture was heated at 80° C. for 18 hours under nitrogen purge. The solvent was evaporated in vacuo and the residue taken up in DCM and washed with 1N HCl. The organic layer was filtered through IPS paper and evaporated in vacuo to an oil that was purified on a silica gel SepPak cartridge eluting with 10:1 DCM/Et2O. The desired fract... Starting materials: Cl, [Na+], [OH-], CC(=O)NCc1ccc(CN2CCN(c3ncccn3)CC2)cc1. Yields the product NCc1ccc(CN2CCN(c3ncccn3)CC2)cc1. As a reaction SMILES: [ClH:27].[Na+:26].[OH-:25].[n:1]1[c:2]([N:7]2[CH2:8][CH2:9][N:10]([CH2:13][c:14]3[cH:15][cH:16][c:17]([CH2:20][NH:21][C:22](=[O:23])[CH3:24])[cH:18][cH:19]3)[CH2:11][CH2:12]2)[n:3][cH:4][cH:5][cH:6]1>>[n:1]1[c:2]([N:7]2[CH2:8][CH2:9][N:10]([CH2:13][c:14]3[cH:15][cH:16][c:17]([CH2:20][NH2:21])[cH:18][cH:19]3)[CH2:11][CH2:12]2)[n:3][cH:4][cH:5][cH:6]1. The reactants are CCOCC, CO, O=C1c2ccccc2C(=O)N1C1CN(C(c2ccccc2)c2ccccc2)C1, NN, O. The product is NC1CN(C(c2ccccc2)c2ccccc2)C1. Reaction SMILES: [CH3:32][CH2:33][O:34][CH2:35][CH3:36].[CH3:37][OH:38].[CH:1]([c:2]1[cH:3][cH:4][cH:5][cH:6][cH:7]1)([c:8]1[cH:9][cH:10][cH:11][cH:12][cH:13]1)[N:14]1[CH2:15][CH:16]([N:18]2[C:19](=[O:20])[c:21]3[cH:22][cH:23][cH:24][cH:25][c:26]3[C:27]2=[O:28])[CH2:17]1.[NH2:30][NH2:31].[OH2:29]>>[CH:1]([c:2]1[cH:3][cH:4][cH:5][cH:6][cH:7]1)([c:8]1[cH:9][cH:10][cH:11][cH:12][cH:13]1)[N:14]1[CH2:15][CH:16]([NH2:18])[CH2:17]1.